This data is from the Open Reaction Database (ORD), a public repository of structured organic reaction records. The task is: describe an organic reaction: reactants, conditions, products, and yield Reactants: Cl (hydrochloric acid), P(=O)(Cl)(Cl)Cl (Phosphoryl chloride), COC=1C=C(C(=O)O)C=CC1OC (3,4-dimethoxybenzoic acid), NC=1C=C(C=CC1Cl)NC(C1=CC=CC=C1)=O (N-(3-amino-4-chlorophenyl)benzamide). Run in N1=CC=CC=C1 (pyridine). Conditions: temperature 0 celsius, time 16 hour. The product is C(C1=CC=CC=C1)(=O)NC=1C=CC(=C(C1)NC(C1=CC(=C(C=C1)OC)OC)=O)Cl (N-(5-benzamido-2-chlorophenyl)-3,4dimethoxybenzamide). The yield is 52.8%. RXN SMILES: P(Cl)(Cl)(Cl)=O.[CH3:6][O:7][C:8]1[CH:9]=[C:10]([CH:14]=[CH:15][C:16]=1[O:17][CH3:18])[C:11]([OH:13])=O.[NH2:19][C:20]1[CH:21]=[C:22]([NH:27][C:28](=[O:35])[C:29]2[CH:34]=[CH:33][CH:32]=[CH:31][CH:30]=2)[CH:23]=[CH:24][C:25]=1[Cl:26].Cl>N1C=CC=CC=1>[C:28]([NH:27][C:22]1[CH:23]=[CH:24][C:25]([Cl:26])=[C:20]([NH:19][C:11](=[O:13])[C:10]2[CH:14]=[CH:15][C:16]([O:17][CH3:18])=[C:8]([O:7][CH3:6])[CH:9]=2)[CH:21]=1)(=[O:35])[C:29]1[CH:30]=[CH:31][CH:32]=[CH:33][CH:34]=1. Procedure: Phosphoryl chloride (0.074 g) was added to a stirred mixture of 3,4-dimethoxybenzoic acid (0.088 g), N-(3-amino-4-chlorophenyl)benzamide (0.1 g) and pyridine (1 ml) which had been cooled to 0° C. The mixture was allowed to warm to ambient temperature and was stirred for 16 hours. The mixture was poured into 1N aqueous hydrochloric acid solution and the resultant solid was isolated, washed with a saturated aqueous sodium bicarbonate solution and dried under vacuum at 55° C. There was thus obtaine... Reactants: NC1=CC=C(C(=O)NCCC)C=C1 (4-amino-N-propylbenzamide), C1NCC2=CC=CC=C12 (isoindoline), Cl.C1NCC2=CC(=CC=C12)C(=O)OC (methyl isoindoline-5-carboxylate hydrochloride). Yields the product C1N(CC2=CC=CC=C12)C(=O)NC=1C=CC(=NC1)C(=O)OC (methyl 5-(isoindoline-2-carboxamido)picolinate). Reaction SMILES: NC1C=CC([C:6]([NH:8]CCC)=[O:7])=CC=1.[CH2:14]1[C:22]2[C:17](=[CH:18][CH:19]=[CH:20][CH:21]=2)[CH2:16][NH:15]1.Cl.[CH2:24]1[C:32]2C(=C[C:29]([C:33]([O:35][CH3:36])=[O:34])=[CH:30][CH:31]=2)C[NH:25]1>>[CH2:14]1[C:22]2[C:17](=[CH:18][CH:19]=[CH:20][CH:21]=2)[CH2:16][N:15]1[C:6]([NH:8][C:32]1[CH:31]=[CH:30][C:29]([C:33]([O:35][CH3:36])=[O:34])=[N:25][CH:24]=1)=[O:7] |f:2.3|. Reported procedure: The title compound was prepared as described in Example 272B, substituting methyl 5-aminopicolinate for 4-amino-N-propylbenzamide and isoindoline for methyl isoindoline-5-carboxylate hydrochloride. Starting materials: Br.NC=1NC2=C(N1)C=C1C(=C2)NC(C1(C)C)=O (2-Amino-7,7-dimethyl-6,7-dihydro-3H,5H-pyrrolo[2,3-f]benzimidazol-6-one hydrobromide), C(C1=CC=C(C=C1)OC)(=O)Cl (p-anisoyl chloride). Run in N1=CC=CC=C1 (pyridine). Product: CC1(C(NC2=CC3=C(N=C(N3)NC(C3=CC=C(C=C3)OC)=O)C=C21)=O)C (7,7-Dimethyl-6,7-dihydro-2-(4-methoxybenzoylamino)-3H,5H-pyrrolo[2,3-f]benzimidazol-6-one). Reaction SMILES: Br.[NH2:2][C:3]1[NH:4][C:5]2[CH:11]=[C:10]3[NH:12][C:13](=[O:17])[C:14]([CH3:16])([CH3:15])[C:9]3=[CH:8][C:6]=2[N:7]=1.[C:18](Cl)(=[O:27])[C:19]1[CH:24]=[CH:23][C:22]([O:25][CH3:26])=[CH:21][CH:20]=1>N1C=CC=CC=1>[CH3:16][C:14]1([CH3:15])[C:9]2[C:10](=[CH:11][C:5]3[NH:4][C:3]([NH:2][C:18](=[O:27])[C:19]4[CH:24]=[CH:23][C:22]([O:25][CH3:26])=[CH:21][CH:20]=4)=[N:7][C:6]=3[CH:8]=2)[NH:12][C:13]1=[O:17] |f:0.1|. Procedure details: 3 g. (10.1 mmole) 2-Amino-7,7-dimethyl-6,7-dihydro-3H,5H-pyrrolo[2,3-f]benzimidazol-6-one hydrobromide are stirred with 2.5 g. p-anisoyl chloride in 50 ml. pyridine for 4 hours at 50° C. The pyridine is subsequently distilled off, the residue is worked up with water, decanted, worked up with ligroin and the residue recrystallised twice from ethanol to give 1.4 g. (40% of theory) of the title compound; m.p. >300° C.